Dataset: the Open Reaction Database (ORD), a public repository of structured organic reaction records. Task: describe an organic reaction: reactants, conditions, products, and yield The reactants are O=C1c2ccccc2S(=O)(=O)N1CCCCBr, CCN(C(C)C)C(C)C, CC(C)(C)[Si](C)(C)OC1CC(CNCc2ccccc2)Oc2ccccc21, CN1CCCC1=O, O. The product is CC(C)(C)[Si](C)(C)OC1CC(CN(CCCCN2C(=O)c3ccccc3S2(=O)=O)Cc2ccccc2)Oc2ccccc21. RXN SMILES: [Br:1][CH2:2][CH2:3][CH2:4][CH2:5][N:6]1[S:7](=[O:16])(=[O:17])[c:8]2[c:9]([cH:12][cH:13][cH:14][cH:15]2)[C:10]1=[O:11].[CH2:18]([N:19]([CH:20]([CH3:21])[CH3:22])[CH:23]([CH3:24])[CH3:25])[CH3:26].[CH2:27]([c:28]1[cH:29][cH:30][cH:31][cH:32][cH:33]1)[NH:34][CH2:35][CH:36]1[O:37][c:38]2[cH:39][cH:40][cH:41][cH:42][c:43]2[CH:44]([O:46][Si:47]([CH3:48])([CH3:49])[C:50]([CH3:51])([CH3:52])[CH3:53])[CH2:45]1.[CH3:55][N:56]1[CH2:57][CH2:58][CH2:59][C:60]1=[O:61].[OH2:54]>>[CH2:2]([CH2:3][CH2:4][CH2:5][N:6]1[S:7](=[O:16])(=[O:17])[c:8]2[c:9]([cH:12][cH:13][cH:14][cH:15]2)[C:10]1=[O:11])[N:34]([CH2:27][c:28]1[cH:29][cH:30][cH:31][cH:32][cH:33]1)[CH2:35][CH:36]1[O:37][c:38]2[cH:39][cH:40][cH:41][cH:42][c:43]2[CH:44]([O:46][Si:47]([CH3:48])([CH3:49])[C:50]([CH3:51])([CH3:52])[CH3:53])[CH2:45]1. Starting materials: COc1ccc(Br)cn1, O=C([O-])[O-], C1COCCO1, CN1C(=O)NCC1C(=O)OC(C)(C)C, [Cs+], [Cs+], O=C(C=Cc1ccccc1)C=Cc1ccccc1, O=C(C=Cc1ccccc1)C=Cc1ccccc1, O=C(C=Cc1ccccc1)C=Cc1ccccc1, [Pd], [Pd]. Product: COc1ccc(N2CC(C(=O)OC(C)(C)C)N(C)C2=O)cn1. As a reaction SMILES: [Br:15][c:16]1[cH:17][cH:18][c:19]([O:22][CH3:23])[n:20][cH:21]1.[C:24](=[O:25])([O-:26])[O-:27].[CH2:30]1[O:31][CH2:32][CH2:33][O:34][CH2:35]1.[CH3:1][N:2]1[C:3](=[O:14])[NH:4][CH2:5][CH:6]1[C:7](=[O:8])[O:9][C:10]([CH3:11])([CH3:12])[CH3:13].[Cs+:28].[Cs+:29].[O:38]=[C:39]([CH:40]=[CH:41][c:42]1[cH:43][cH:44][cH:45][cH:46][cH:47]1)[CH:48]=[CH:49][c:50]1[cH:51][cH:52][cH:53][cH:54][cH:55]1.[O:56]=[C:57]([CH:58]=[CH:59][c:60]1[cH:61][cH:62][cH:63][cH:64][cH:65]1)[CH:66]=[CH:67][c:68]1[cH:69][cH:70][cH:71][cH:72][cH:73]1.[O:74]=[C:75]([CH:76]=[CH:77][c:78]1[cH:79][cH:80][cH:81][cH:82][cH:83]1)[CH:84]=[CH:85][c:86]1[cH:87][cH:88][cH:89][cH:90][cH:91]1.[Pd:36].[Pd:37]>>[CH3:1][N:2]1[C:3](=[O:14])[N:4]([c:16]2[cH:17][cH:18][c:19]([O:22][CH3:23])[n:20][cH:21]2)[CH2:5][CH:6]1[C:7](=[O:8])[O:9][C:10]([CH3:11])([CH3:12])[CH3:13]. Starting materials: O (water), Cl.C(C1=CC=CC=C1)(C1=CC=CC=C1)[C@@H]1CNCC[C@@H]1OCC1=CC(=CC(=C1)C(F)(F)F)C(F)(F)F (cis-3-Benzhydryl-4-[[3,5-bis(trifluoromethyl)benzyl]oxy]piperidine hydrochloride), C(C)(C)N(CC)C(C)C (diisopropylethylamine), C(C1=CC=CC=C1)O (benzyl alcohol). The solvent is ClCCl (dichloromethane). Run at time 24 hour. Yields the product C(C1=CC=CC=C1)(C1=CC=CC=C1)[C@@H]1CN(CC[C@@H]1OCC1=CC(=CC(=C1)C(F)(F)F)C(F)(F)F)CC1=CC=CC=C1 (cis-3-Benzhydryl-1-benzyl-4-[[3,5-bis(trifluoromethyl)benzyl]Oxy]piperidine). As a reaction SMILES: Cl.[CH:2]([C@H:15]1[C@@H:20]([O:21][CH2:22][C:23]2[CH:28]=[C:27]([C:29]([F:32])([F:31])[F:30])[CH:26]=[C:25]([C:33]([F:36])([F:35])[F:34])[CH:24]=2)[CH2:19][CH2:18][NH:17][CH2:16]1)([C:9]1[CH:14]=[CH:13][CH:12]=[CH:11][CH:10]=1)[C:3]1[CH:8]=[CH:7][CH:6]=[CH:5][CH:4]=1.C(N(C(C)C)CC)(C)C.[CH2:46](O)[C:47]1[CH:52]=[CH:51][CH:50]=[CH:49][CH:48]=1.O>ClCCl>[CH:2]([C@H:15]1[C@@H:20]([O:21][CH2:22][C:23]2[CH:28]=[C:27]([C:29]([F:30])([F:31])[F:32])[CH:26]=[C:25]([C:33]([F:36])([F:34])[F:35])[CH:24]=2)[CH2:19][CH2:18][N:17]([CH2:46][C:47]2[CH:52]=[CH:51][CH:50]=[CH:49][CH:48]=2)[CH2:16]1)([C:9]1[CH:14]=[CH:13][CH:12]=[CH:11][CH:10]=1)[C:3]1[CH:4]=[CH:5][CH:6]=[CH:7][CH:8]=1 |f:0.1|. Procedure details: To a solution of the compound (31.8 mg) obtained in Example 25, diisopropylethylamine (40.5 μl) and benzyl alcohol (12.4 μl) in dichloromethane (2.0 ml), EPPA (17.3 μl) was added, and the reaction mixture was stirred at room temperature for 24 hours. The reaction mixture was poured into water, and then the product was extracted with ethyl acetate. The organic layer was washed with an aqueous 10% citric acid solution and saturated brine, and dried, and the solvent was evaporated under reduced pre... The reactants are ClC1=CC=C(CSCC2=CC(NC3=CC=C(C=C23)C2=C(C=CC=C2)OC)(C)C)C=C1 (4-(4-Chlorobenzylsulfanylmethyl)-6-(2-methoxyphenyl)-2,2-dimethyl-1,2-dihydroquinoline), BrCC1=CC(NC2=CC=C(C=C12)C1=C(C=CC=C1)OC)(C)C (4-bromomethyl-6-(2-methoxyphenyl)-2,2-dimethyl-1,2-dihydroquinoline), C([O-])([O-])=O.[K+].[K+] (potassium carbonate), ClC1=CC=C(C=C1)CS (4-chloro-α-toluenethiol). Product: COC1=C(C=CC=C1)C=1C=C2C(=CC(NC2=CC1)(C)C)CNC1=CC=CC=C1 ([6-(2-methoxyphenyl)-2,2-dimethyl-1,2-dihydroquinolin-4-ylmethyl]phenylamine). As a reaction SMILES: ClC1C=CC(CSCC2[C:18]3[C:13](=[CH:14][CH:15]=[C:16](C4C=CC=CC=4OC)[CH:17]=3)[NH:12]C(C)(C)C=2)=CC=1.Br[CH2:32][C:33]1[C:42]2[C:37](=[CH:38][CH:39]=[C:40]([C:43]3[CH:48]=[CH:47][CH:46]=[CH:45][C:44]=3[O:49][CH3:50])[CH:41]=2)[NH:36][C:35]([CH3:52])([CH3:51])[CH:34]=1.C(=O)([O-])[O-].[K+].[K+].ClC1C=CC(CS)=CC=1>>[CH3:50][O:49][C:44]1[CH:45]=[CH:46][CH:47]=[CH:48][C:43]=1[C:40]1[CH:41]=[C:42]2[C:37](=[CH:38][CH:39]=1)[NH:36][C:35]([CH3:52])([CH3:51])[CH:34]=[C:33]2[CH2:32][NH:12][C:13]1[CH:18]=[CH:17][CH:16]=[CH:15][CH:14]=1 |f:2.3.4|. Reported procedure: 4-(4-Chlorobenzylsulfanylmethyl)-6-(2-methoxyphenyl)-2,2-dimethyl-1,2-dihydroquinoline 100 mg of 4-bromomethyl-6-(2-methoxyphenyl)-2,2-dimethyl-1,2-dihydroquinoline, 80 mg of potassium carbonate, and 76 μL of 4-chloro-α-toluenethiol reacted to give 8 mg of the title compound as an oil. Starting materials: N12CCCCCC2=NCCC1 (1,8-diazabicyclo[5.4.0]undec-7-ene), C(C)(C)(C)C1=CC=C(C=C1)S (4-tert-butylthiophenol), ClC=1C=C(C=CC1Cl)[N+](=O)[O-] (3,4-dichloronitrobenzene). Solvent: CN(C)C=O (DMF). Reaction conditions: time 1 hour. The product is C(C)(C)(C)C1=CC=C(C=C1)SC1=C(C=C(C=C1)[N+](=O)[O-])Cl (1-(4-tert-butyl-phenylsulfanyl)-2-chloro-4-nitro-benzene). RXN SMILES: N12CCCN=C1CCCCC2.[C:12]([C:16]1[CH:21]=[CH:20][C:19]([SH:22])=[CH:18][CH:17]=1)([CH3:15])([CH3:14])[CH3:13].[Cl:23][C:24]1[CH:25]=[C:26]([N+:31]([O-:33])=[O:32])[CH:27]=[CH:28][C:29]=1Cl>CN(C=O)C>[C:12]([C:16]1[CH:17]=[CH:18][C:19]([S:22][C:29]2[CH:28]=[CH:27][C:26]([N+:31]([O-:33])=[O:32])=[CH:25][C:24]=2[Cl:23])=[CH:20][CH:21]=1)([CH3:15])([CH3:13])[CH3:14]. Reported procedure: Neat 1,8-diazabicyclo[5.4.0]undec-7-ene (DBU, 1.2 mL, 7.8 mmol) was added dropwise to a solution of 4-tert-butylthiophenol (0.95 g, 5.7 mmol), 3,4-dichloronitrobenzene (1.0 g, 5.2 mmol), and DMF (15 mL). The solution was stirred for 1 h at ambient temperature then 1 h at 60° C. The mixture was allowed to cool and was poured over ice. The resulting yellow precipitate was collected and dried. The crude product was used without further purification. The reactants are O=C(CNC(=O)c1cccc(C(F)(F)F)c1)NC1CNC1, Cc1cnc(C2(O)CCC(=O)CC2)s1. Product: Cc1cnc(C2(O)CCC(N3CC(NC(=O)CNC(=O)c4cccc(C(F)(F)F)c4)C3)CC2)s1. Reaction SMILES: [NH:15]1[CH2:16][CH:17]([NH:19][C:20](=[O:21])[CH2:22][NH:23][C:24]([c:25]2[cH:26][c:27]([C:31]([F:32])([F:33])[F:34])[cH:28][cH:29][cH:30]2)=[O:35])[CH2:18]1.[OH:1][C:2]1([c:9]2[s:10][c:11]([CH3:14])[cH:12][n:13]2)[CH2:3][CH2:4][C:5](=[O:8])[CH2:6][CH2:7]1>>[OH:1][C:2]1([c:9]2[s:10][c:11]([CH3:14])[cH:12][n:13]2)[CH2:3][CH2:4][CH:5]([N:15]2[CH2:16][CH:17]([NH:19][C:20](=[O:21])[CH2:22][NH:23][C:24]([c:25]3[cH:26][c:27]([C:31]([F:32])([F:33])[F:34])[cH:28][cH:29][cH:30]3)=[O:35])[CH2:18]2)[CH2:6][CH2:7]1.